This data is from the Open Reaction Database (ORD), a public repository of structured organic reaction records. The task is: describe an organic reaction: reactants, conditions, products, and yield The yield is 36.1%. Run at temperature 5 celsius, time 4 hour. The solvent is C(C)(C)O (isopropyl alcohol). Procedure: Lithium borohydride (207 mL, 414.0 mmol, 2M in THF) was added to a stirred solution of 1-(4-methoxy-benzoyl)-pyrrolidine-3,3-dicarboxylic acid ethyl ester (88.63 g, 275.8 mmol) (see Preparation 8) in isopropyl alcohol (600 mL) at 5° C. The mixture was stirred for 4 hours at 5° C. then quenched with 2M HCl aqueous solution (300 mL) and stirred for 15 minutes. The solvent volume was reduced by concentration under reduced pressure and the aqueous residue was extracted with ethyl acetate (300 mL). T... The product is OCC1(CN(CC1)C(C1=CC=C(C=C1)OC)=O)C(=O)O (3-Hydroxymethyl-1-(4-methoxy-benzoyl)-pyrrolidine-3-carboxylic acid). Starting materials: [BH4-].[Li+] (Lithium borohydride), C(C)OC(=O)C1(CN(CC1)C(C1=CC=C(C=C1)OC)=O)C(=O)O (1-(4-methoxy-benzoyl)-pyrrolidine-3,3-dicarboxylic acid ethyl ester). As a reaction SMILES: [BH4-].[Li+].C([O:5][C:6]([C:8]1([C:23](O)=[O:24])[CH2:12][CH2:11][N:10]([C:13](=[O:22])[C:14]2[CH:19]=[CH:18][C:17]([O:20][CH3:21])=[CH:16][CH:15]=2)[CH2:9]1)=[O:7])C>C(O)(C)C>[OH:24][CH2:23][C:8]1([C:6]([OH:7])=[O:5])[CH2:12][CH2:11][N:10]([C:13](=[O:22])[C:14]2[CH:19]=[CH:18][C:17]([O:20][CH3:21])=[CH:16][CH:15]=2)[CH2:9]1 |f:0.1|. Reactants: CC1=NN(C(=C1)C)C(NS(=O)(=O)C1=CC=C(C=C1)C)=N (N-[(3,5-dimethylpyrazol-1-yl)-iminomethyl]-4-methylbenzene-sulfonamide), CS(=O)(=O)O (methanesulfonic acid), C1(CCCCC1)N (cyclohexylamine). Product: NC(=NS(=O)(=O)C1=CC=C(C=C1)C)NC1CCCCC1 (N-(aminocyclohexylaminomethylene)-4-methylbenzene-sulfonamide). As a reaction SMILES: [CH3:1][C:2]1[CH:6]=[C:5]([CH3:7])[N:4]([C:8](=[NH:20])[NH:9][S:10]([C:13]2[CH:18]=[CH:17][C:16]([CH3:19])=[CH:15][CH:14]=2)(=[O:12])=[O:11])N=1.[CH3:21]S(O)(=O)=O.C1(N)CCCCC1>>[NH2:20][C:8]([NH:4][CH:5]1[CH2:7][CH2:21][CH2:1][CH2:2][CH2:6]1)=[N:9][S:10]([C:13]1[CH:18]=[CH:17][C:16]([CH3:19])=[CH:15][CH:14]=1)(=[O:12])=[O:11]. Procedure details: The compound of Example 4 was prepared according to the accompanying synthesis procedure from 0.5 ml of N-[(3,5-dimethylpyrazol-1-yl)-iminomethyl]-4-methylbenzene-sulfonamide solution (0.2 M, acetonitrile) with 19 mg of methanesulfonic acid and 0.5 ml of cyclohexylamine solution (1.0 M, acetonitrile) and filed in a substance databank. Calculated mol. wt. 295.40; found mol. wt. (M+H) 296.1; 591.5 (Dimer) The reactants are FC=1C=C(C=CC1OC1=C2C(=NC=C1)C=C(S2)I)C=2C(N(C(=NC2)NC2=CC=CC=C2)C)=O (5-(3-fluoro-4-(2-iodothieno[3,2-b]pyridin-7-yloxy)phenyl)-3-methyl-2-(phenylamino)pyrimidin-4(3H)-one), CNC(=O)C1=CC=C(C=C1)B(O)O (4-(methylcarbamoyl)phenylboronic acid), [Li+].[Cl-] (LiCl). Product: FC1=C(OC2=C3C(=NC=C2)C=C(S3)C3=CC=C(C(=O)NC)C=C3)C=CC(=C1)C1=CN=C(N(C1=O)C)NC1=CC=CC=C1 (4-(7-(2-fluoro-4-(1-methyl-6-oxo-2-(phenylamino)-1,6-dihydropyrimidin-5-yl)phenoxy)thieno[3,2-b]pyridin-2-yl)-N-methylbenzamide). As a reaction SMILES: [F:1][C:2]1[CH:3]=[C:4]([C:19]2[C:20](=[O:33])[N:21]([CH3:32])[C:22]([NH:25][C:26]3[CH:31]=[CH:30][CH:29]=[CH:28][CH:27]=3)=[N:23][CH:24]=2)[CH:5]=[CH:6][C:7]=1[O:8][C:9]1[CH:14]=[CH:13][N:12]=[C:11]2[CH:15]=[C:16](I)[S:17][C:10]=12.[CH3:34][NH:35][C:36]([C:38]1[CH:43]=[CH:42][C:41](B(O)O)=[CH:40][CH:39]=1)=[O:37].[Li+].[Cl-]>O1CCOCC1.C([O-])([O-])=O.[Na+].[Na+].C1C=CC([P]([Pd]([P](C2C=CC=CC=2)(C2C=CC=CC=2)C2C=CC=CC=2)([P](C2C=CC=CC=2)(C2C=CC=CC=2)C2C=CC=CC=2)[P](C2C=CC=CC=2)(C2C=CC=CC=2)C2C=CC=CC=2)(C2C=CC=CC=2)C2C=CC=CC=2)=CC=1>[F:1][C:2]1[CH:3]=[C:4]([C:19]2[C:20](=[O:33])[N:21]([CH3:32])[C:22]([NH:25][C:26]3[CH:31]=[CH:30][CH:29]=[CH:28][CH:27]=3)=[N:23][CH:24]=2)[CH:5]=[CH:6][C:7]=1[O:8][C:9]1[CH:14]=[CH:13][N:12]=[C:11]2[CH:15]=[C:16]([C:41]3[CH:42]=[CH:43][C:38]([C:36]([NH:35][CH3:34])=[O:37])=[CH:39][CH:40]=3)[S:17][C:10]=12 |f:2.3,5.6.7,^1:64,66,85,104|. Reported procedure: A suspension of 5-(3-fluoro-4-(2-iodothieno[3,2-b]pyridin-7-yloxy)phenyl)-3-methyl-2-(phenylamino)pyrimidin-4(3H)-one (0.018 g, 0.032 mmol), 4-(methylcarbamoyl)phenylboronic acid (0.007 g, 0.038 mmol), Pd(PPh3)4 (0.002 g, 0.002 mmol) and LiCl (0.005 g, 0.126 mmol) in dioxane (1 mL) and 2M aqueous Na2CO3 (1 mL) was stirred at 100° C. for 30 minutes. The reaction mixture was cooled to room temperature and then partitioned between EtOAc and H2O. The layers were separated and the aqueous layer was r... Run in O1CCOCC1 (dioxane), C(=O)([O-])[O-].[Na+].[Na+] (Na2CO3). Run at temperature 100 celsius, time 30 minute. Reagents/catalysts: C=1C=CC(=CC1)[P](C=2C=CC=CC2)(C=3C=CC=CC3)[Pd]([P](C=4C=CC=CC4)(C=5C=CC=CC5)C=6C=CC=CC6)([P](C=7C=CC=CC7)(C=8C=CC=CC8)C=9C=CC=CC9)[P](C=1C=CC=CC1)(C=1C=CC=CC1)C=1C=CC=CC1 (Pd(PPh3)4). Reactants: C1(=CC=CC=C1)O (phenol), C(C)OC=C(C)C (1-ethoxy-2-methylpropene), C1(=CC=CC=C1)C (toluene). The reagents and catalysts are [NH+]1=CC=CC=C1.C1(=CC=C(C=C1)S(=O)(=O)[O-])C (p-toluenesulfonic acid pyridinium salt). Run at time 15 hour. Product: C(C)OC1=C(C=CC=C1)OCC(C)C (1-ethoxy-2-methylpropoxybenzene). The yield is 67.8%. RXN SMILES: [C:1]1([OH:7])[CH:6]=[CH:5][CH:4]=[CH:3][CH:2]=1.C([O:10][CH:11]=[C:12]([CH3:14])[CH3:13])C.[C:15]1(C)C=CC=C[CH:16]=1>[NH+]1C=CC=CC=1.C1(C)C=CC(S([O-])(=O)=O)=CC=1>[CH2:15]([O:7][C:1]1[CH:6]=[CH:5][CH:4]=[CH:3][C:2]=1[O:10][CH2:11][CH:12]([CH3:14])[CH3:13])[CH3:16] |f:3.4|. Procedure: In 5.00 g of toluene were dissolved 1.00 g of phenol, 2.12 g of 1-ethoxy-2-methylpropene and 27 mg of a p-toluenesulfonic acid pyridinium salt, and a reaction was allowed at room temperature for 15 hours. After distilling toluene out from the reaction mixture under a reduced pressure, the concentrated residue was purified on a silica gel chromatography to give 1.40 g of 1-ethoxy-2-methylpropoxybenzene. The reactants are COC=1C=CC2=C(C(OC(N2)=O)=O)C1 (6-Methoxy-2H-3,1-benzoxazine-2,4(1H)-dione), COC1=C(CNCC(=O)O)C=CC(=C1)OC ((2,4-dimethoxy-benzylamino)-acetic acid). Solvent: CC=1C=CC(=CC1)C (p-xylene). Run at temperature 140 celsius. The product is COC1=C(CN2CC(NC3=C(C2=O)C=C(C=C3)OC)=O)C=CC(=C1)OC (4-(2,4-Dimethoxy-benzyl)-7-methoxy-3,4-dihydro-1H-benzo[e][1,4]diazepine-2,5-dione). As a reaction SMILES: [CH3:1][O:2][C:3]1[CH:4]=[CH:5][C:6]2[NH:11][C:10](=[O:12])O[C:8](=[O:13])[C:7]=2[CH:14]=1.[CH3:15][O:16][C:17]1[CH:28]=[C:27]([O:29][CH3:30])[CH:26]=[CH:25][C:18]=1[CH2:19][NH:20][CH2:21]C(O)=O>CC1C=CC(C)=CC=1>[CH3:15][O:16][C:17]1[CH:28]=[C:27]([O:29][CH3:30])[CH:26]=[CH:25][C:18]=1[CH2:19][N:20]1[C:8](=[O:13])[C:7]2[CH:14]=[C:3]([O:2][CH3:1])[CH:4]=[CH:5][C:6]=2[NH:11][C:10](=[O:12])[CH2:21]1. Procedure details: 6-Methoxy-2H-3,1-benzoxazine-2,4(1H)-dione (23 g, 119 mmol) and (2,4-dimethoxy-benzylamino)-acetic acid 1 (27 g, 120 mmol) were suspended in p-xylene (500 mL) and heated under argon at reflux (140° C.) for 2 h. The hot solution was allowed to cool to rt, while spontaneous crystallization occurred. The crystals were filtered off and washed with p-xylene (50 mL). Yield: 39 g (92%). mp 196° C. m/z 356 (M). The reactants are O[C@@H](C(=O)ON1C(CCC1=O)=O)[C@H](C(=O)ON1C(CCC1=O)=O)O ((2R,3R)-bis(2,5-dioxopyrrolidin-1-yl) 2,3-dihydroxysuccinate), NCCOCCOCCOCCNS(=O)(=O)C1=CC(=CC=C1)C1CN(CC2=C(C=C(C=C12)Cl)Cl)C (N-(2-(2-(2-(2-aminoethoxy)ethoxy)ethoxy)ethyl)-3-(6,8-dichloro-2-methyl-1,2,3,4-tetrahydroisoquinolin-4-yl)benzenesulfonamide). The product is ClC=1C=C2C(CN(CC2=C(C1)Cl)C)C=1C=C(C=CC1)S(=O)(=O)NCCOCCOCCOCCNC([C@@H]([C@H](C(=O)O)O)O)=O ((14R,15R)-1-(3-(6,8-dichloro-2-methyl-1,2,3,4-tetrahydroisoquinolin-4-yl)phenylsulfonamido)-14,15-dihydroxy-13-oxo-3,6,9-trioxa-12-azahexadecan-16-oic acid). Isolated yield 31.9%. As a reaction SMILES: [OH:1][C@H:2]([C@@H:13]([OH:24])[C:14]([O:16]N1C(=O)CCC1=O)=[O:15])[C:3]([O:5]N1C(=O)CCC1=O)=O.[NH2:25][CH2:26][CH2:27][O:28][CH2:29][CH2:30][O:31][CH2:32][CH2:33][O:34][CH2:35][CH2:36][NH:37][S:38]([C:41]1[CH:46]=[CH:45][CH:44]=[C:43]([CH:47]2[C:56]3[C:51](=[C:52]([Cl:58])[CH:53]=[C:54]([Cl:57])[CH:55]=3)[CH2:50][N:49]([CH3:59])[CH2:48]2)[CH:42]=1)(=[O:40])=[O:39]>>[Cl:57][C:54]1[CH:55]=[C:56]2[C:51](=[C:52]([Cl:58])[CH:53]=1)[CH2:50][N:49]([CH3:59])[CH2:48][CH:47]2[C:43]1[CH:42]=[C:41]([S:38]([NH:37][CH2:36][CH2:35][O:34][CH2:33][CH2:32][O:31][CH2:30][CH2:29][O:28][CH2:27][CH2:26][NH:25][C:3](=[O:5])[C@H:2]([OH:1])[C@@H:13]([OH:24])[C:14]([OH:16])=[O:15])(=[O:39])=[O:40])[CH:46]=[CH:45][CH:44]=1. Procedure: Compound 221 was prepared by isolating the mono-addition byproduct from the procedure outlined in Example 168 using (2R,3R)-bis(2,5-dioxopyrrolidin-1-yl) 2,3-dihydroxysuccinate (70.4 mg, 0.205 mmol) and Compound 28 (223 mg, 0.409 mmol). Purification by preparative HPLC gave the title compound (44.4 mg) as a TFA salt. 1H-NMR (400 MHz, CD3OD): δ 7.89 (d, 1H), 7.81 (d, 1H), 7.63 (t, 1H), 7.55 (s, 1H), 7.50 (t, 1H), 6.84 (s, 0.5H), 3.88-3.84 (m, 1H), 3.64-3.34 (m, 22H), 3.14 (s, 4H), 3.07 (m, 2H). M...